From a dataset of the Open Reaction Database (ORD), a public repository of structured organic reaction records. describe an organic reaction: reactants, conditions, products, and yield Reagents/catalysts: [Pd] (palladium-on-carbon). Starting materials: OCCCCCCCCCCC(=O)C1=C(C=C(C(=C1O)OC)OC)C (6-(11-hydroxy-1-oxoundecyl)-2,3-dimethoxy-5-methylphenol), Cl(=O)(=O)(=O)O (perchloric acid), C(C)(=O)O (acetic acid). Procedure: To a solution (200 ml) of 6-(11-hydroxy-1-oxoundecyl)-2,3-dimethoxy-5-methylphenol (14 g) in acetic acid is added 5% palladium-on-carbon (50% hydrate; 3 g) and 70% perchloric acid (0.1 ml), and catalytic reduction is carried out at ambient temperature and atmospheric pressure. After completion of the absorption of hydrogen, the catalyst is filtered off and the filtrate is concentrated under reduced pressure. The residue is extracted with dichloromethane, and the dichloromethane layer is washed w... Reaction SMILES: [OH:1][CH2:2][CH2:3][CH2:4][CH2:5][CH2:6][CH2:7][CH2:8][CH2:9][CH2:10][CH2:11][C:12]([C:14]1[C:19]([OH:20])=[C:18]([O:21][CH3:22])[C:17]([O:23][CH3:24])=[CH:16][C:15]=1[CH3:25])=O.Cl(O)(=O)(=O)=O.[C:31](O)(=[O:33])[CH3:32]>[Pd]>[C:31]([O:1][CH2:2][CH2:3][CH2:4][CH2:5][CH2:6][CH2:7][CH2:8][CH2:9][CH2:10][CH2:11][CH2:12][C:14]1[C:19]([OH:20])=[C:18]([O:21][CH3:22])[C:17]([O:23][CH3:24])=[CH:16][C:15]=1[CH3:25])(=[O:33])[CH3:32]. Product: C(C)(=O)OCCCCCCCCCCCC1=C(C=C(C(=C1O)OC)OC)C (6-(11-acetoxyundecyl)-2,3-dimethoxy-5-methylphenol). Starting materials: CC1=CC=C(C=C1)C1=NC2=CC=CC=C2C(=N1)C(=O)O (2-(4-methylphenyl)quinazoline-4-carboxylic acid), Cl.OC1=C2CCNCC2=CC=C1N(C)C (5-hydroxy-6-dimethylamino-1,2,3,4-tetrahydroisoquinoline hydrochloride). Product: CC1=CC=C(C=C1)C1=NC2=CC=CC=C2C(=N1)C(=O)N1CC2=CC=C(C(=C2CC1)O)N(C)C (2-[[2-(4-methylphenyl)quinazolin-4-yl]carbonyl]-5-hydroxy-6-dimethylamino-1,2,3,4-tetrahydroisoquinoline). Isolated yield 13.0%. As a reaction SMILES: [CH3:1][C:2]1[CH:7]=[CH:6][C:5]([C:8]2[N:17]=[C:16]([C:18]([OH:20])=O)[C:15]3[C:10](=[CH:11][CH:12]=[CH:13][CH:14]=3)[N:9]=2)=[CH:4][CH:3]=1.Cl.[OH:22][C:23]1[C:32]([N:33]([CH3:35])[CH3:34])=[CH:31][CH:30]=[C:29]2[C:24]=1[CH2:25][CH2:26][NH:27][CH2:28]2>>[CH3:1][C:2]1[CH:7]=[CH:6][C:5]([C:8]2[N:17]=[C:16]([C:18]([N:27]3[CH2:26][CH2:25][C:24]4[C:29](=[CH:30][CH:31]=[C:32]([N:33]([CH3:35])[CH3:34])[C:23]=4[OH:22])[CH2:28]3)=[O:20])[C:15]3[C:10](=[CH:11][CH:12]=[CH:13][CH:14]=3)[N:9]=2)=[CH:4][CH:3]=1 |f:1.2|. Reported procedure: Reaction of 2-(4-methylphenyl)quinazoline-4-carboxylic acid with 5-hydroxy-6-dimethylamino-1,2,3,4-tetrahydroisoquinoline hydrochloride gave compound 15 (13% yield) as a brown solid. 1H NMR (300 MHz, CDCl3) δ 2.41 (s, 3H), 2.67 and 3.18 (2d, 6H), 2.84 and 3.08 (2t, 2H), 3.59 and 4.21 (2t, 2H), 4.49 and 5.09 (2s, 2H), 6.33 and 6.82 (2d, 1H), 6.96 and 7.15 (2d, 1H), 7.33-7.37 (m, 2H), 7.55-8.15 (m, 5H), 8.51-8.56 (m, 2H); MS (ESI) m/z 439 ([M+H]+). The reactants are OC(C=1N=CN(C1)S(=O)(=O)N(C)C)C1=C(C(=CC=C1)[N+](=O)[O-])C (4-[hydroxy(2-methyl-3-nitrophenyl)methyl]-N,N-dimethyl-1H-imidazole-1-sulfonamide), C(C)[SiH](CC)CC (triethyl silane). Run in FC(C(=O)O)(F)F (trifluoroacetic acid). Yields the product CN(S(=O)(=O)N1C=NC(=C1)CC1=C(C(=CC=C1)[N+](=O)[O-])C)C (N,N-dimethyl-4-(2-methyl-3-nitrobenzyl)-1H-imidazole-1-sulfonamide). As a reaction SMILES: O[CH:2]([C:14]1[CH:19]=[CH:18][CH:17]=[C:16]([N+:20]([O-:22])=[O:21])[C:15]=1[CH3:23])[C:3]1[N:4]=[CH:5][N:6]([S:8]([N:11]([CH3:13])[CH3:12])(=[O:10])=[O:9])[CH:7]=1.C([SiH](CC)CC)C>FC(F)(F)C(O)=O>[CH3:13][N:11]([CH3:12])[S:8]([N:6]1[CH:7]=[C:3]([CH2:2][C:14]2[CH:19]=[CH:18][CH:17]=[C:16]([N+:20]([O-:22])=[O:21])[C:15]=2[CH3:23])[N:4]=[CH:5]1)(=[O:9])=[O:10]. Reported procedure: A solution of Example 28B in trifluoroacetic acid (15 mL) was treated with triethyl silane (1.5 mL), heated to reflux for 16 hours, cooled, concentrated, tritrated with hexanes, treated with sodium bicarbonate solution and extracted with dichloromethane (×2). The combined dichloromethane layers were dried (MgSO4), filtered and concentrated. Purification of the residue on silica gel with ether provided the desired product enriched in the 3-nitro isomer. Starting materials: FC(C=1C=C(C=C(C1)C(F)(F)F)[C@@H]1[C@@H](N(C(O1)=O)CC1=NC(=CC=C1C=1C=C(C=CC1F)CC(=O)O)C1CC1)C)(F)F ({3-[2-({(4S,5R)-5-[3,5-bis(trifluoromethyl)phenyl]-4-methyl-2-oxo-1,3-oxazolidin-3-yl}methyl)-6-cyclopropylpyridin-3-yl]-4-fluorophenyl}acetic acid), solution. Run in C1CCOC1 (THF), C1CCOC1 (THF). Reaction conditions: time 1 hour. Yields the product FC(C=1C=C(C=C(C1)C(F)(F)F)[C@@H]1[C@@H](N(C(O1)=O)CC1=NC(=CC=C1C1=C(C=CC(=C1)CCO)F)C1CC1)C)(F)F ((4S,5R)-5-[3,5-bis(trifluoromethyl)phenyl]-3-({6-cyclopropyl-3-[2-fluoro-5-(2-hydroxyethyl)phenyl]pyridin-2-yl}methyl)-4-methyl-1,3-oxazolidin-2-one). Reaction SMILES: [F:1][C:2]([F:42])([F:41])[C:3]1[CH:4]=[C:5]([C@H:13]2[O:17][C:16](=[O:18])[N:15]([CH2:19][C:20]3[C:25]([C:26]4[CH:27]=[C:28]([CH2:33][C:34](O)=[O:35])[CH:29]=[CH:30][C:31]=4[F:32])=[CH:24][CH:23]=[C:22]([CH:37]4[CH2:39][CH2:38]4)[N:21]=3)[C@H:14]2[CH3:40])[CH:6]=[C:7]([C:9]([F:12])([F:11])[F:10])[CH:8]=1>C1COCC1>[F:42][C:2]([F:1])([F:41])[C:3]1[CH:4]=[C:5]([C@H:13]2[O:17][C:16](=[O:18])[N:15]([CH2:19][C:20]3[C:25]([C:26]4[CH:27]=[C:28]([CH2:33][CH2:34][OH:35])[CH:29]=[CH:30][C:31]=4[F:32])=[CH:24][CH:23]=[C:22]([CH:37]4[CH2:39][CH2:38]4)[N:21]=3)[C@H:14]2[CH3:40])[CH:6]=[C:7]([C:9]([F:10])([F:11])[F:12])[CH:8]=1. Procedure: To a solution of {3-[2-({(4S,5R)-5-[3,5-bis(trifluoromethyl)phenyl]-4-methyl-2-oxo-1,3-oxazolidin-3-yl}methyl)-6-cyclopropylpyridin-3-yl]-4-fluorophenyl}acetic acid (32.8 mg, 0.055 mmol) in THF (2 mL) was added BH3 (0.22 mL of a 1M solution in THF, 0.22 mmol). The reaction was stirred at room temperature for 1 hour and then quenched with water (2 mL). The reaction was diluted with EtOAc (35 mL) and washed with water and brine (10 mL each). The organic layer was dried (Na2SO4), filtered, and conc... Starting materials: C(C)(C)(C)OC(=O)COC=1C(=C2CCC(OC2=C(C1C)C)(C)COC1=CC=C(CC2(C(N(C(S2)=O)CC(=O)OC(C)(C)C)=O)CC(=O)OC(C)(C)C)C=C1)C (di-t-butyl α,α'-{5-[4-(6-t-butoxycarbonylmethoxy-2,5,7,8-tetramethylchroman-2-ylmethoxy)benzyl]-2,4-dioxothiazolidine-3,5-diyl}diacetate), Cl (hydrogen chloride). Solvent: O1CCOCC1 (dioxane). Run at time 8 hour. Product: C(=O)(O)COC=1C(=C2CCC(OC2=C(C1C)C)(C)COC1=CC=C(CC2(C(N(C(S2)=O)CC(=O)O)=O)CC(=O)O)C=C1)C (α,α'-{5-[4-(6-Carboxymethoxy-2,5,7,8-tetramethylchroman-2-ylmethoxy)benzyl]-2,4-dioxothiazolidine-3,5-diyl}diacetic acid). Reaction SMILES: C([O:5][C:6]([CH2:8][O:9][C:10]1[C:11]([CH3:55])=[C:12]2[C:17](=[C:18]([CH3:21])[C:19]=1[CH3:20])[O:16][C:15]([CH2:23][O:24][C:25]1[CH:54]=[CH:53][C:28]([CH2:29][C:30]3([CH2:45][C:46]([O:48]C(C)(C)C)=[O:47])[S:34][C:33](=[O:35])[N:32]([CH2:36][C:37]([O:39]C(C)(C)C)=[O:38])[C:31]3=[O:44])=[CH:27][CH:26]=1)([CH3:22])[CH2:14][CH2:13]2)=[O:7])(C)(C)C.Cl>O1CCOCC1>[C:6]([CH2:8][O:9][C:10]1[C:11]([CH3:55])=[C:12]2[C:17](=[C:18]([CH3:21])[C:19]=1[CH3:20])[O:16][C:15]([CH2:23][O:24][C:25]1[CH:54]=[CH:53][C:28]([CH2:29][C:30]3([CH2:45][C:46]([OH:48])=[O:47])[S:34][C:33](=[O:35])[N:32]([CH2:36][C:37]([OH:39])=[O:38])[C:31]3=[O:44])=[CH:27][CH:26]=1)([CH3:22])[CH2:14][CH2:13]2)([OH:7])=[O:5]. Procedure: A mixture of 0.41 g of di-t-butyl α,α'-{5-[4-(6-t-butoxycarbonylmethoxy-2,5,7,8-tetramethylchroman-2-ylmethoxy)benzyl]-2,4-dioxothiazolidine-3,5-diyl}diacetate (prepared as described in Example 47) and 4 ml of a 4N dioxane solution of hydrogen chloride was allowed to stand at room temperature overnight. At the end of this time, the reaction mixture was treated in the same manner described in Example 61, to give the title compound as a pale yellow powder, softening at 105°-110° C. Reactants: CCC(CCCCCCC)O (3-decanol), CCC(CCCCCCC)=O (3-decanone), CCCC(CCCCCC)=O (4-decanone), CCCC(CCCCCC)O (4-decanol), CC(CCCCCCCC)=O (2-decanone). Yields the product CC(CCCCCCCC)O (2-decanol). As a reaction SMILES: CCC(O)CCCCCCC.CCCC(O)CCCCCC.[CH3:23][C:24](=[O:33])[CH2:25][CH2:26][CH2:27][CH2:28][CH2:29][CH2:30][CH2:31][CH3:32].CCC(=O)CCCCCCC.CCCC(=O)CCCCCC>>[CH3:23][CH:24]([OH:33])[CH2:25][CH2:26][CH2:27][CH2:28][CH2:29][CH2:30][CH2:31][CH3:32]. Procedure: 3-decanol and 4-decanol (1.10 mmol); 2-decanone (1.73 mmol); 3-decanone and 4-decanone (1.41 mmol). Reactants: BrC1=NC(=CC=C1)C (2-Bromo-6-methylpyridine), C(CCC)[Sn](C1=CN=C2N1C=CC(=N2)C(F)(F)F)(CCCC)CCCC (3-tributylstannyl-7-trifluoromethylimidazo[1,2-α]pyrimidine). Product: CC1=CC=CC(=N1)C1=CN=C2N1C=CC(=N2)C(F)(F)F (3-(6-methylpyridin-2-yl)-7-trifluoromethylimidazo[1,2-α]pyrimidine). Isolated yield 36.5%. As a reaction SMILES: Br[C:2]1[CH:7]=[CH:6][CH:5]=[C:4]([CH3:8])[N:3]=1.C([Sn](CCCC)(CCCC)[C:14]1[N:18]2[CH:19]=[CH:20][C:21]([C:23]([F:26])([F:25])[F:24])=[N:22][C:17]2=[N:16][CH:15]=1)CCC>>[CH3:8][C:4]1[N:3]=[C:2]([C:14]2[N:18]3[CH:19]=[CH:20][C:21]([C:23]([F:24])([F:25])[F:26])=[N:22][C:17]3=[N:16][CH:15]=2)[CH:7]=[CH:6][CH:5]=1. Reported procedure: 2-Bromo-6-methylpyridine (367 mg, 2.1 mmol) was coupled to 3-tributylstannyl-7-trifluoromethylimidazo[1,2-α]pyrimidine (1.4 mmol) by the method of Example 1 to give 3-(6-methylpyridin-2-yl)-7-trifluoromethylimidazo[1,2-α]pyrimidine (142 mg) as a white solid: δH (400 MHz, DMSO) 2.62 (3H, s), 7.26 (1H, d, J 7.4), 7.70 (1H, d, J 7.4), 7.86 (1H, t, J 7.8), 7.94 (1H, s), 8.83 (1H, s), 10.55 (1H, d, J 7.8); m/z (ES+) 279 (M++H).